From a dataset of the Open Reaction Database (ORD), a public repository of structured organic reaction records. describe an organic reaction: reactants, conditions, products, and yield The reactants are C(#N)C1(CCN(CC1)CC=1C=C(C(N2C=CC=CC12)=O)C(=O)NC1CNCCC1)C1=NC=CC=C1 (1-[(4-cyano-4-pyridin-2-ylpiperidin-1-yl)methyl]-4-oxo-N-piperidin-3-yl-4H-quinolizine-3-carboxamide), NC1CN(CCC1)C(=O)OC(C)(C)C (tert-butyl 3-aminopiperidine-1-carboxylate). Yields the product C(#N)C1(CCN(CC1)CC=1C=C(C(N2C=CC=CC12)=O)C(=O)NC1CCNCC1)C1=NC=CC=C1 (1-[(4-Cyano-4-pyridin-2-ylpiperidin-1-yl)methyl]-4-oxo-N-piperidin-4-yl-4H-quinolizine-3-carboxamide). Reaction SMILES: [C:1]([C:3]1([C:30]2[CH:35]=[CH:34][CH:33]=[CH:32][N:31]=2)[CH2:8][CH2:7][N:6]([CH2:9][C:10]2[CH:11]=[C:12]([C:21]([NH:23]C3CCCNC3)=[O:22])[C:13](=[O:20])[N:14]3[C:19]=2[CH:18]=[CH:17][CH:16]=[CH:15]3)[CH2:5][CH2:4]1)#[N:2].N[CH:37]1[CH2:42][CH2:41][CH2:40][N:39](C(OC(C)(C)C)=O)[CH2:38]1>>[C:1]([C:3]1([C:30]2[CH:35]=[CH:34][CH:33]=[CH:32][N:31]=2)[CH2:8][CH2:7][N:6]([CH2:9][C:10]2[CH:11]=[C:12]([C:21]([NH:23][CH:42]3[CH2:41][CH2:40][NH:39][CH2:38][CH2:37]3)=[O:22])[C:13](=[O:20])[N:14]3[C:19]=2[CH:18]=[CH:17][CH:16]=[CH:15]3)[CH2:5][CH2:4]1)#[N:2]. Procedure: 1-[(4-Cyano-4-pyridin-2-ylpiperidin-1-yl)methyl]-4-oxo-N-piperidin-4-yl-4H-quinolizine-3-carboxamide was prepared by the procedure described for the synthesis of 1-[(4-cyano-4-pyridin-2-ylpiperidin-1-yl)methyl]-4-oxo-N-piperidin-3-yl-4H-quinolizine-3-carboxamide in Example 19, substituting tert-butyl 4-aminopiperidine-1-carboxylate for tert-butyl 3-aminopiperidine-1-carboxylate. Starting materials: O=C1CCCCCN1, CCO, Cc1ccccc1, ClCc1ccccc1, O. The product is O=C1CCCCCN1Cc1ccccc1. RXN SMILES: [C:1]1(=[O:8])[CH2:2][CH2:3][CH2:4][CH2:5][CH2:6][NH:7]1.[CH3:17][CH2:18][OH:19].[CH3:20][c:21]1[cH:22][cH:23][cH:24][cH:25][cH:26]1.[Cl:9][CH2:10][c:11]1[cH:12][cH:13][cH:14][cH:15][cH:16]1.[OH2:27]>>[C:1]1(=[O:8])[CH2:2][CH2:3][CH2:4][CH2:5][CH2:6][N:7]1[CH2:10][c:11]1[cH:12][cH:13][cH:14][cH:15][cH:16]1. Reactants: CCOC(=O)C(O)C(O)C(=O)OCC, CCCCOCCCC, Cc1c(OCC(F)(F)F)ccnc1CSc1nc2ccccc2[nH]1, CC(C)[O-], CC(C)[O-], CC(C)[O-], CC(C)[O-], Cc1ccccc1, CCN(C(C)C)C(C)C, [Na+], [Na+], [O-]O, O, O=S([O-])([O-])=S, [Ti+4], CC(C)c1ccccc1. Yields the product Cc1c(OCC(F)(F)F)ccnc1CS(=O)c1nc2ccccc2[nH]1. As a reaction SMILES: [C:25](=[O:26])([CH:27]([CH:28]([C:29]([O:30][CH2:31][CH3:32])=[O:33])[OH:34])[OH:35])[O:36][CH2:37][CH3:38].[CH2:66]([O:67][CH2:68][CH2:69][CH2:70][CH3:71])[CH2:72][CH2:73][CH3:74].[CH3:1][c:2]1[c:3]([CH2:14][S:15][c:16]2[nH:17][c:18]3[c:19]([n:20]2)[cH:21][cH:22][cH:23][cH:24]3)[n:4][cH:5][cH:6][c:7]1[O:8][CH2:9][C:10]([F:11])([F:12])[F:13].[CH3:75][CH:76]([CH3:77])[O-:78].[CH3:80][CH:81]([CH3:82])[O-:83].[CH3:84][CH:85]([CH3:86])[O-:87].[CH3:88][CH:89]([CH3:90])[O-:91].[CH3:93][c:94]1[cH:95][cH:96][cH:97][cH:98][cH:99]1.[CH:39]([N:40]([CH:41]([CH3:42])[CH3:43])[CH2:44][CH3:45])([CH3:46])[CH3:47].[Na+:64].[Na+:65].[O-:48][OH:49].[OH2:92].[S:59]([O-:60])([O-:61])(=[O:62])=[S:63].[Ti+4:79].[c:50]1([CH:51]([CH3:52])[CH3:53])[cH:54][cH:55][cH:56][cH:57][cH:58]1>>[CH3:1][c:2]1[c:3]([CH2:14][S:15]([c:16]2[n:17][c:18]3[c:19]([nH:20]2)[cH:21][cH:22][cH:23][cH:24]3)=[O:26])[n:4][cH:5][cH:6][c:7]1[O:8][CH2:9][C:10]([F:11])([F:12])[F:13].